This data is from the Open Reaction Database (ORD), a public repository of structured organic reaction records. The task is: describe an organic reaction: reactants, conditions, products, and yield Reactants: CC1=NNC(=C1)N (3-Methylpyrazol-5-amine), CC=1C=C(C=CC1)C(C(=O)OC)C=O (methyl 3-methylphenyl-3-oxopropanoate), N1=CC=CC=C1 (pyridine). Product: CC=1C=C(C=CC1)C1=CC(NC=2N1N=C(C2)C)=O (7-(3-methylphenyl)-2-methylpyrazolo[1,5-a]pyrimidin-5(4H)-one). Reaction SMILES: [CH3:1][C:2]1[CH:6]=[C:5]([NH2:7])[NH:4][N:3]=1.C[C:9]1[CH:10]=[C:11]([CH:15](C=O)[C:16](OC)=[O:17])C=CC=1.N1[CH:27]=[CH:26][CH:25]=[CH:24][CH:23]=1>>[CH3:23][C:24]1[CH:9]=[C:10]([C:11]2[N:4]3[N:3]=[C:2]([CH3:1])[CH:6]=[C:5]3[NH:7][C:16](=[O:17])[CH:15]=2)[CH:27]=[CH:26][CH:25]=1. Reported procedure: 3-Methylpyrazol-5-amine (431 mg) and methyl 3-methylphenyl-3-oxopropanoate (812 mg) are stirred overnight at 93° C. in a pyridine (10 mL) solvent. After cooling to room temperature, the reaction solvent is removed by distillation under reduced pressure. The remainder is extracted with ethyl acetate and water. The extracted organic layer is washed with brine and dehydrated with anhydrous MgSO4. The dehydrated organic layer is distilled under reduced pressure and purified by column chromatography ... Reactants: BrC=1C=C(C(=O)O)C=C(C1)Br (3,5-dibromobenzoic acid), C[Li] (methyllithium), Cl (HCl), CCOC(=O)C (EtOAc). Run in CCOCC (Et2O). Run at temperature 0 celsius, time 2 hour. Product: BrC=1C=C(C=C(C1)Br)C(C)=O (1-(3,5-Dibromo-phenyl)-ethanone). RXN SMILES: [Br:1][C:2]1[CH:3]=[C:4]([CH:8]=[C:9]([Br:11])[CH:10]=1)[C:5]([OH:7])=O.C[Li].[CH3:14]COC(C)=O.Cl>CCOCC>[Br:11][C:9]1[CH:8]=[C:4]([C:5](=[O:7])[CH3:14])[CH:3]=[C:2]([Br:1])[CH:10]=1. Procedure: To a solution of 3,5-dibromobenzoic acid (2.5 g, 8.9 mmol) in Et2O (30 mL) at 0° C. was added methyllithium (1.6M in Et2O; 12.3 mL, 19.6 mmol) dropwise. The reaction was stirred at 0° C. for 2 hours, and then worked-up with EtOAc and 10% aqueous HCl. The crude material was purified by silica gel chromatography to give the title compound. Starting materials: NC1=C(C(=NN1C1=C(C=C(C=C1Cl)C(F)(F)F)Cl)C1=NOC=N1)S(=O)C(F)(F)F (5-Amino-1-(2,6-dichloro-4-trifluoromethylphenyl)-3-(1,2,4-oxadiazol-3-yl)-4-trifluoromethylsulfinylpyraz ole), COC(N(C)C)OC (N,N-dimethylformamide dimethylacetal). The solvent is C1(=CC=CC=C1)C (toluene). Yields the product ClC1=C(C(=CC(=C1)C(F)(F)F)Cl)N1N=C(C(=C1N=CN(C)C)S(=O)C(F)(F)F)C1=NOC=N1 (1-(2,6-Dichloro-4-trifluoromethylphenyl)-5-dimethylaminomethylideneamino-3-(1,2,4-oxadiazol-3-yl)-4-trifluoromethylsulfinylpyrazole). Isolated yield 62.5%. RXN SMILES: [NH2:1][C:2]1[N:6]([C:7]2[C:12]([Cl:13])=[CH:11][C:10]([C:14]([F:17])([F:16])[F:15])=[CH:9][C:8]=2[Cl:18])[N:5]=[C:4]([C:19]2[N:23]=[CH:22][O:21][N:20]=2)[C:3]=1[S:24]([C:26]([F:29])([F:28])[F:27])=[O:25].CO[CH:32](OC)[N:33]([CH3:35])[CH3:34]>C1(C)C=CC=CC=1>[Cl:18][C:8]1[CH:9]=[C:10]([C:14]([F:16])([F:17])[F:15])[CH:11]=[C:12]([Cl:13])[C:7]=1[N:6]1[C:2]([N:1]=[CH:32][N:33]([CH3:35])[CH3:34])=[C:3]([S:24]([C:26]([F:29])([F:28])[F:27])=[O:25])[C:4]([C:19]2[N:23]=[CH:22][O:21][N:20]=2)=[N:5]1. Reported procedure: 5-Amino-1-(2,6-dichloro-4-trifluoromethylphenyl)-3-(1,2,4-oxadiazol-3-yl)-4-trifluoromethylsulfinylpyraz ole (500 mg, 1.04 mmol) and N,N-dimethylformamide dimethylacetal (90%) (280 mg, 2.12 mmol) were suspended in 20 ml of dry toluene. The resulting suspension was stirred with heating under reflux for 5 hours. The reaction mixture was cooled to room temperature and then concentrated under reduced pressure. The residue was dissolved in 50 ml of toluene and then concentrated again under reduced pr... Starting materials: ClC1=CC=C(S1)C(=O)NCC=1N=NN(C1)C1=CC=C(C=C1)I (5-chloro-N-((1-(4-iodophenyl)-1H-1,2,3-triazol-4-yl)methyl)thiophene-2-carboxamide), CN1CCNCCC1 (N-methylhomopiperazine), C(CO)O (ethylene glycol), P(=O)([O-])([O-])[O-].[K+].[K+].[K+] (potassium phosphate). The reagents and catalysts are [Cu]I (CuI). The solvent is C(C)(C)O (isopropanol). Run at temperature 120 celsius, time 16 hour. The product is ClC1=CC=C(S1)C(=O)NCC=1N=NN(C1)C1=CC=C(C=C1)N1CCN(CCC1)C (5-Chloro-N-((1-(4-(4-methyl-1,4-diazepan-1-yl)phenyl)-1H-1,2,3-triazol-4-yl)methyl)thiophene-2-carboxamide). As a reaction SMILES: [Cl:1][C:2]1[S:6][C:5]([C:7]([NH:9][CH2:10][C:11]2[N:12]=[N:13][N:14]([C:16]3[CH:21]=[CH:20][C:19](I)=[CH:18][CH:17]=3)[CH:15]=2)=[O:8])=[CH:4][CH:3]=1.[CH3:23][N:24]1[CH2:30][CH2:29][CH2:28][NH:27][CH2:26][CH2:25]1.C(O)CO.P([O-])([O-])([O-])=O.[K+].[K+].[K+]>C(O)(C)C.[Cu]I>[Cl:1][C:2]1[S:6][C:5]([C:7]([NH:9][CH2:10][C:11]2[N:12]=[N:13][N:14]([C:16]3[CH:21]=[CH:20][C:19]([N:27]4[CH2:28][CH2:29][CH2:30][N:24]([CH3:23])[CH2:25][CH2:26]4)=[CH:18][CH:17]=3)[CH:15]=2)=[O:8])=[CH:4][CH:3]=1 |f:3.4.5.6|. Reported procedure: The mixture of 5-chloro-N-((1-(4-iodophenyl)-1H-1,2,3-triazol-4-yl)methyl)thiophene-2-carboxamide (4.1, 100 mg, 0.22 mmol), N-methylhomopiperazine (140 μL, 1.1 mmol), CuI (42 mg, 0.22 mmol), ethylene glycol (25 μL, 0.44 mmol), potassium phosphate (93 mg, 0.44 mmol) in 2 mL isopropanol in a sealed tube was stirred for 16 hrs at 120° C. The title compound was isolated directly from the reaction mixture using reverse phase prep HPLC. MS found for C20H23ClN6OS (M+H)+ 431.1, 433.1 (Cl pattern). Run in O (water), CO (methanol). Yields the product IC1=C(C(=CC(=C1C(=O)N)I)I)C(=O)N (2,4,6-triiodo-1,3-benzenedicarboxamide). Run at time 1 hour. The yield is 115.8%. Procedure details: To a solution of N,N'-Bis[2,3-bis(acetyloxy)propyl]-5-(4)-(R)-(hydroxymethyl)-2-oxo-3-oxazolidinyl]-2,4,6-triiodo-1,3-benzenedicarboxamide of Example 2b (0.410 g, 0.51 mmol) in anhydrous methanol (7 ml) was added a methanolic solution of sodium methoxide (1.18 ml, 1M solution) and the mixture was stirred at room temperature for 1 h. The methanol was then removed on the rotary evaporator and water (8 ml) was added to redissolve the white residue. Dowex-50 (H+) was added to this solution portionwi... Reaction SMILES: C(OC(COC(=O)C)C[NH:7][C:8]([C:10]1[C:15]([I:16])=[C:14](N2[C@H](CO)COC2=O)[C:13]([I:25])=[C:12]([C:26]([NH:28]CC(OC(=O)C)COC(=O)C)=[O:27])[C:11]=1[I:40])=[O:9])(=O)C.C[O-].[Na+]>CO.O>[I:40][C:11]1[C:12]([C:26]([NH2:28])=[O:27])=[C:13]([I:25])[CH:14]=[C:15]([I:16])[C:10]=1[C:8]([NH2:7])=[O:9] |f:1.2|. Reactants: C(C)(=O)OC(CNC(=O)C1=C(C(=C(C(=C1I)N1C(OC[C@H]1CO)=O)I)C(=O)NCC(COC(C)=O)OC(C)=O)I)COC(C)=O (N,N'-Bis[2,3-bis(acetyloxy)propyl]-5-[4-(R)-(hydroxymethyl)-2-oxo-3-oxazolidinyl]-2,4,6-triiodo-1,3-benzenedicarboxamide), C[O-].[Na+] (sodium methoxide). Reactants: [BH4-], O=C(CBr)C1=CC2(CCCC2)c2ccccc21, CCO, [Na+], O. Yields the product OC(CBr)C1=CC2(CCCC2)c2ccccc21. As a reaction SMILES: [BH4-:18].[Br:1][CH2:2][C:3](=[O:4])[C:5]1=[CH:6][C:7]2([CH2:8][CH2:9][CH2:10][CH2:11]2)[c:12]2[cH:13][cH:14][cH:15][cH:16][c:17]21.[CH3:20][CH2:21][OH:22].[Na+:19].[OH2:23]>>[Br:1][CH2:2][CH:3]([OH:4])[C:5]1=[CH:6][C:7]2([CH2:8][CH2:9][CH2:10][CH2:11]2)[c:12]2[cH:13][cH:14][cH:15][cH:16][c:17]21. Reactants: [Si](C1=CC=CC=C1)(C1=CC=CC=C1)(C(C)(C)C)OCC1=CC=C(C(=C1N1C[C@H](O[C@H](C1)C)C)Cl)F ((2R,6S)-[6-({[tert-butyl(diphenyl)silyl]oxy}methyl)-2-chloro-3-fluorophenyl]-2,6-dimethylmorpholine), [Si](C1=CC=CC=C1)(C1=CC=CC=C1)(C(C)(C)C)OCC1=CC=C(C(=C1N1C[C@H](O[C@H](C1)C)C)Cl)F ((2R,6S)-[6-({[tert-butyl(diphenyl)silyl]oxy}methyl)-2-chloro-3-fluorophenyl]-2,6-dimethylmorpholine), CON(C(=O)C1=NC=CC=N1)C (N-methoxy-N-methylpyrimidine-2-carboxamide). The product is [Si](C1=CC=CC=C1)(C1=CC=CC=C1)(C(C)(C)C)OCC=1C(=C(C(=C(C1)C=1C=NC(=NC1)C=O)F)Cl)N1C[C@H](O[C@H](C1)C)C (5-({[tert-butyl(diphenyl)silyl]oxy}methyl-3-chloro-4-[(2R,6S)-2,6-dimethylmorpholin-4-yl]-2-fluorophenyl}(pyrimidin-2-yl)methanone). As a reaction SMILES: [Si:1]([O:18][CH2:19][C:20]1[C:25]([N:26]2[CH2:31][C@H:30]([CH3:32])[O:29][C@H:28]([CH3:33])[CH2:27]2)=[C:24]([Cl:34])[C:23]([F:35])=[CH:22][CH:21]=1)([C:14]([CH3:17])([CH3:16])[CH3:15])([C:8]1[CH:13]=[CH:12][CH:11]=[CH:10][CH:9]=1)[C:2]1[CH:7]=[CH:6][CH:5]=[CH:4][CH:3]=1.CON(C)[C:39]([C:41]1[N:46]=[CH:45][CH:44]=[CH:43][N:42]=1)=[O:40]>>[Si:1]([O:18][CH2:19][C:20]1[C:25]([N:26]2[CH2:31][C@H:30]([CH3:32])[O:29][C@H:28]([CH3:33])[CH2:27]2)=[C:24]([Cl:34])[C:23]([F:35])=[C:22]([C:44]2[CH:43]=[N:42][C:41]([CH:39]=[O:40])=[N:46][CH:45]=2)[CH:21]=1)([C:14]([CH3:16])([CH3:17])[CH3:15])([C:2]1[CH:7]=[CH:6][CH:5]=[CH:4][CH:3]=1)[C:8]1[CH:13]=[CH:12][CH:11]=[CH:10][CH:9]=1. Procedure: Starting materials: (2R,6S)-4-[6-({[tert-butyl(diphenyl)silyl]oxy}methyl)-2-chloro-3-fluorophenyl]-2,6-dimethylmorpholine (Intermediate 42) and N-methoxy-N-methylpyrimidine-2-carboxamide. Starting materials: CO (methanol), aqueous solution, Cl (hydrochloric acid), ClC=1C=C2C(=CC1)N(CC21CN(CC1)C(=O)[C@H]1OC(OC1)(C)C)C(=O)NC=1SC(=CN1)Cl (5-Chloro-N-(5-chlorothiazol-2-yl)-1′-((S)-2,2-dimethyl-1,3-dioxolane-4-carbonyl)spiro[indoline-3,3′-pyrrolidine]-1-carboxamide). The solvent is O1CCCC1 (tetrahydrofuran), O (water). Reaction conditions: temperature 50 celsius, time 20 minute. The product is ClC=1C=C2C(=CC1)N(CC21CN(CC1)C([C@H](CO)O)=O)C(=O)NC=1SC(=CN1)Cl (5-chloro-N-(5-chlorothiazol-2-yl)-1′-((S)-2,3-dihydroxypropanoyl)spiro[indoline-3,3′-pyrrolidine]-1-carboxamide). Isolated yield 40.7%. As a reaction SMILES: [Cl:1][C:2]1[CH:3]=[C:4]2[C:10]3([CH2:14][CH2:13][N:12]([C:15]([C@@H:17]4[CH2:21][O:20]C(C)(C)[O:18]4)=[O:16])[CH2:11]3)[CH2:9][N:8]([C:24]([NH:26][C:27]3[S:28][C:29]([Cl:32])=[CH:30][N:31]=3)=[O:25])[C:5]2=[CH:6][CH:7]=1.CO.Cl>O1CCCC1.O>[Cl:1][C:2]1[CH:3]=[C:4]2[C:10]3([CH2:14][CH2:13][N:12]([C:15](=[O:16])[C@@H:17]([OH:18])[CH2:21][OH:20])[CH2:11]3)[CH2:9][N:8]([C:24]([NH:26][C:27]3[S:28][C:29]([Cl:32])=[CH:30][N:31]=3)=[O:25])[C:5]2=[CH:6][CH:7]=1. Reported procedure: 5-Chloro-N-(5-chlorothiazol-2-yl)-1′-((S)-2,2-dimethyl-1,3-dioxolane-4-carbonyl)spiro[indoline-3,3′-pyrrolidine]-1-carboxamide (116 mg, 0.233 mmol) was dissolved in tetrahydrofuran (1 mL) and methanol (1 mL) Thereafter, a 1 N aqueous solution of hydrochloric acid (1 mL) was added to the above obtained solution at room temperature, and the thus obtained mixture was then stirred at 50° C. for 20 minutes. Thereafter, the reaction solution was diluted with water, and was then extracted with chlorofo...